The task is: describe an organic reaction: reactants, conditions, products, and yield. This data is from the Open Reaction Database (ORD), a public repository of structured organic reaction records. Starting materials: ClCC(=C)CCl (3-chloro-2-chloromethyl-l-propene), [H-].[Na+] (sodium hydride), [H-].[Na+] (NaH), C(C1=CC=CC=C1)N(CCCNS(=O)(=O)C1=CC=CC=C1)CCCNS(=O)(=O)C1=CC=CC=C1 (N-benzylbis(3-benzenesulfonamidopropyl)amine). The solvent is CN(C)C=O (DMF), CN(C)C=O (DMF), C(C)(=O)OCC.CCCCCC (ethyl acetate hexane). Run at time 24 hour. Yields the product C(C1=CC=CC=C1)N1CCCN(CC(CN(CCC1)S(=O)(=O)C1=CC=CC=C1)=C)S(=O)(=O)C1=CC=CC=C1 (9-benzyl-3-methylene-1,5-dibenzenesulfonyl-1,5,9-triazacyclododecane). Isolated yield 77.4%. RXN SMILES: [H-].[Na+].[CH2:3]([N:10]([CH2:24][CH2:25][CH2:26][NH:27][S:28]([C:31]1[CH:36]=[CH:35][CH:34]=[CH:33][CH:32]=1)(=[O:30])=[O:29])[CH2:11][CH2:12][CH2:13][NH:14][S:15]([C:18]1[CH:23]=[CH:22][CH:21]=[CH:20][CH:19]=1)(=[O:17])=[O:16])[C:4]1[CH:9]=[CH:8][CH:7]=[CH:6][CH:5]=1.Cl[CH2:38][C:39]([CH2:41]Cl)=[CH2:40]>CN(C=O)C.C(OCC)(=O)C.CCCCCC>[CH2:3]([N:10]1[CH2:24][CH2:25][CH2:26][N:27]([S:28]([C:31]2[CH:32]=[CH:33][CH:34]=[CH:35][CH:36]=2)(=[O:29])=[O:30])[CH2:41][C:39](=[CH2:38])[CH2:40][N:14]([S:15]([C:18]2[CH:23]=[CH:22][CH:21]=[CH:20][CH:19]=2)(=[O:17])=[O:16])[CH2:13][CH2:12][CH2:11]1)[C:4]1[CH:9]=[CH:8][CH:7]=[CH:6][CH:5]=1 |f:0.1,5.6|. Procedure details: In a 500 mL three-necked round-bottomed flask equipped with a rubber septum and a gas inlet, 0.92 g of a 60% (w/w) dispersion of sodium hydride in mineral oil (0.55 g NaH, 23 mmol) was washed with hexane (3×15 mL) under N2. A solution of 5.78 g (11.5 mmol) of N-benzylbis(3-benzenesulfonamidopropyl)amine in 220 mL of DMF was added slowly with stirring. The resulting clear solution was stirred under N2 while a solution of 1.44 g (11.5 mmol) of 3-chloro-2-chloromethyl-l-propene in 8 mL of DMF was a... Starting materials: C(=O)(O)CC1=CC=C(CCCNC2=C(C=CC(=C2)OC)[C@H]2CC=3C=CC(=CC3CC2)OC(C(C)(C)C)=O)C=C1 (pivalic acid (R)-6-{2-[(4-carboxymethylbenzyl)ethylamino]-4-methoxyphenyl}-5,6,7,8-tetrahydronaphthalen-2-yl ester), C(C=C)CN (allylmethylamine). Yields the product C(C=C)CNCCC1=CC=C(CCCNC2=C(C=CC(=C2)OC)[C@H]2CC=3C=CC(=CC3CC2)O)C=C1 ((R)-6-{2-{{4-[2-(Allylmethylamino)ethyl]benzyl}ethylamino}-4-methoxyphenyl}-5,6,7,8-tetrahydronaphthalen-2-ol). Yield: 15.5%. Reaction SMILES: [C:1]([CH2:4][C:5]1[CH:39]=[CH:38][C:8]([CH2:9][CH2:10][CH2:11][NH:12][C:13]2[CH:18]=[C:17]([O:19][CH3:20])[CH:16]=[CH:15][C:14]=2[C@@H:21]2[CH2:30][CH2:29][C:28]3[CH:27]=[C:26]([O:31]C(=O)C(C)(C)C)[CH:25]=[CH:24][C:23]=3[CH2:22]2)=[CH:7][CH:6]=1)(O)=O.[CH2:40]([CH2:43][NH2:44])[CH:41]=[CH2:42]>>[CH2:40]([CH2:43][NH:44][CH2:1][CH2:4][C:5]1[CH:6]=[CH:7][C:8]([CH2:9][CH2:10][CH2:11][NH:12][C:13]2[CH:18]=[C:17]([O:19][CH3:20])[CH:16]=[CH:15][C:14]=2[C@@H:21]2[CH2:30][CH2:29][C:28]3[CH:27]=[C:26]([OH:31])[CH:25]=[CH:24][C:23]=3[CH2:22]2)=[CH:38][CH:39]=1)[CH:41]=[CH2:42]. Procedure details: Synthesized from pivalic acid (R)-6-{2-[(4-carboxymethylbenzyl)ethylamino]-4-methoxyphenyl}-5,6,7,8-tetrahydronaphthalen-2-yl ester (19 mg) and allylmethylamine (13 mg) according to an analogous synthetic method to Example 715 and purified by LC-MS, the title compound (2.7 mg) was obtained.